This data is from the Open Reaction Database (ORD), a public repository of structured organic reaction records. The task is: describe an organic reaction: reactants, conditions, products, and yield Reactants: CI, CS(C)=O, COC(=O)C(SC)c1cccs1, [Cl-], [H-], [NH4+], [Na+]. Yields the product COC(=O)C(C)(SC)c1cccs1. Reaction SMILES: [CH3:15][I:16].[CH3:19][S:20](=[O:21])[CH3:22].[CH3:1][S:2][CH:3]([C:4](=[O:5])[O:6][CH3:7])[c:8]1[s:9][cH:10][cH:11][cH:12]1.[Cl-:17].[H-:13].[NH4+:18].[Na+:14]>>[CH3:1][S:2][C:3]([C:4](=[O:5])[O:6][CH3:7])([c:8]1[s:9][cH:10][cH:11][cH:12]1)[CH3:15]. Starting materials: Cl.N1(N=CN=C1)CC(=O)O (2-(1H-1,2,4-triazol-1-yl)acetic acid hydrochloride), FC1=CC=C(OC2=CC=C(C=C2)NC(=O)[C@H]2NC[C@@H](C2)C2=CC=C(C=C2)OC)C=C1 ((2S,4S)—N-(4-(4-fluorophenoxy)phenyl)-4-(4-methoxyphenyl)pyrrolidine-2-carboxamide). Product: Compound 62, N1(N=CN=C1)CC(=O)N1[C@@H](C[C@H](C1)C1=CC=C(C=C1)OC)C(=O)NC1=CC=C(C=C1)OC1=CC=C(C=C1)F ((2S,4S)-1-(2-(1H-1,2,4-triazol-1-yl)acetyl)-N-(4-(4-fluorophenoxy)phenyl)-4-(4-methoxyphenyl)pyrrolidine-2-carboxamide). Isolated yield 30.0%. Reaction SMILES: Cl.[N:2]1([CH2:7][C:8]([OH:10])=O)[CH:6]=[N:5][CH:4]=[N:3]1.[F:11][C:12]1[CH:40]=[CH:39][C:15]([O:16][C:17]2[CH:22]=[CH:21][C:20]([NH:23][C:24]([C@@H:26]3[CH2:30][C@@H:29]([C:31]4[CH:36]=[CH:35][C:34]([O:37][CH3:38])=[CH:33][CH:32]=4)[CH2:28][NH:27]3)=[O:25])=[CH:19][CH:18]=2)=[CH:14][CH:13]=1>>[N:2]1([CH2:7][C:8]([N:27]2[CH2:28][C@H:29]([C:31]3[CH:36]=[CH:35][C:34]([O:37][CH3:38])=[CH:33][CH:32]=3)[CH2:30][C@H:26]2[C:24]([NH:23][C:20]2[CH:21]=[CH:22][C:17]([O:16][C:15]3[CH:14]=[CH:13][C:12]([F:11])=[CH:40][CH:39]=3)=[CH:18][CH:19]=2)=[O:25])=[O:10])[CH:6]=[N:5][CH:4]=[N:3]1 |f:0.1|. Reported procedure: Proceeding as in Example 1, but substituting 2-(1H-1,2,4-triazol-1-yl)acetic acid hydrochloride and (2S,4S)—N-(4-(4-fluorophenoxy)phenyl)-4-(4-methoxyphenyl)pyrrolidine-2-carboxamide, gave Compound 62, (2S,4S)-1-(2-(1H-1,2,4-triazol-1-yl)acetyl)-N-(4-(4-fluorophenoxy)phenyl)-4-(4-methoxyphenyl)pyrrolidine-2-carboxamide (7 mg, 30%). 1H-NMR (400 MHz, CDCl3): δ 8.35 (s, 1H), 8.00 (s, 1H), 7.40-7.20 (m, 6H), 6.90-6.80 (m, 7H), 5.00 (dd, 2H), 4.20 (m, 2H), 3.80 (m, 1H), 3.7 (s, 3H), 3.20 (m, 1H), 3.2... The reactants are CCCCCN, CCO, CC(CN1CCCC1)N1c2ccccc2Sc2ccc(C(N)=S)cc21, S. Product: CCCCCNC(=S)c1ccc2c(c1)N(C(C)CN1CCCC1)c1ccccc1S2. As a reaction SMILES: [CH2:26]([CH2:27][CH2:28][CH2:29][CH3:30])[NH2:31].[CH3:33][CH2:34][OH:35].[N:1]1([CH2:6][CH:7]([CH3:8])[N:9]2[c:10]3[cH:11][cH:12][cH:13][cH:14][c:15]3[S:16][c:17]3[cH:18][cH:19][c:20]([C:23]([NH2:24])=[S:25])[cH:21][c:22]32)[CH2:2][CH2:3][CH2:4][CH2:5]1.[SH2:32]>>[N:1]1([CH2:6][CH:7]([CH3:8])[N:9]2[c:10]3[cH:11][cH:12][cH:13][cH:14][c:15]3[S:16][c:17]3[cH:18][cH:19][c:20]([C:23]([NH:24][CH2:26][CH2:27][CH2:28][CH2:29][CH3:30])=[S:25])[cH:21][c:22]32)[CH2:2][CH2:3][CH2:4][CH2:5]1. Starting materials: C1CCOC1, FC(F)(F)c1ccc(Cl)nc1, [H-], [Na+], COc1ccccc1Oc1c(NS(=O)(=O)Nc2ccc(C(C)C)cc2)nc(-c2ccncc2)nc1OCCO. Product: COc1ccccc1Oc1c(NS(=O)(=O)Nc2ccc(C(C)C)cc2)nc(-c2ccncc2)nc1OCCOc1ccc(C(F)(F)F)cn1. Reaction SMILES: [CH2:53]1[O:54][CH2:55][CH2:56][CH2:57]1.[F:42][C:43]([c:44]1[cH:45][cH:46][c:47]([Cl:50])[n:48][cH:49]1)([F:51])[F:52].[H-:40].[Na+:41].[OH:1][CH2:2][CH2:3][O:4][c:5]1[c:6]([O:31][c:32]2[c:33]([O:38][CH3:39])[cH:34][cH:35][cH:36][cH:37]2)[c:7]([NH:17][S:18]([NH:19][c:20]2[cH:21][cH:22][c:23]([CH:26]([CH3:27])[CH3:28])[cH:24][cH:25]2)(=[O:29])=[O:30])[n:8][c:9](-[c:11]2[cH:12][cH:13][n:14][cH:15][cH:16]2)[n:10]1>>[O:1]([CH2:2][CH2:3][O:4][c:5]1[c:6]([O:31][c:32]2[c:33]([O:38][CH3:39])[cH:34][cH:35][cH:36][cH:37]2)[c:7]([NH:17][S:18]([NH:19][c:20]2[cH:21][cH:22][c:23]([CH:26]([CH3:27])[CH3:28])[cH:24][cH:25]2)(=[O:29])=[O:30])[n:8][c:9](-[c:11]2[cH:12][cH:13][n:14][cH:15][cH:16]2)[n:10]1)[c:47]1[cH:46][cH:45][c:44]([C:43]([F:42])([F:51])[F:52])[cH:49][n:48]1. The reactants are C[Mg]Br (Methylmagnesium bromide), solution, FC1=CC2=C(C3=NC(=CN3CCO2)C=2N(N=C(N2)C)C(C)C)C=C1C=O (8-fluoro-2-(2-isopropyl-5-methyl-2H-[1,2,4]triazol-3-yl)-4,5-dihydro-6-oxa-1,3a-diazabenzo[e]azulene-9-carbaldehyde). The solvent is C1CCOC1.C1(=CC=CC=C1)C (THF PhMe), C1CCOC1 (THF). Conditions: temperature 0 celsius, time 1 hour. Yields the product FC1=CC2=C(C3=NC(=CN3CCO2)C=2N(N=C(N2)C)C(C)C)C=C1C(C)O (1-[8-Fluoro-2-(2-isopropyl-5-methyl-2H-[1,2,4]triazol-3-yl)-4,5-dihydro-6-oxa-1,3a-diazabenzo[e]azulen-9-yl]ethanol). Yield: 34.0%. RXN SMILES: [CH3:1][Mg]Br.[F:4][C:5]1[C:27]([CH:28]=[O:29])=[CH:26][C:8]2[C:9]3[N:13]([CH2:14][CH2:15][O:16][C:7]=2[CH:6]=1)[CH:12]=[C:11]([C:17]1[N:18]([CH:23]([CH3:25])[CH3:24])[N:19]=[C:20]([CH3:22])[N:21]=1)[N:10]=3>C1COCC1.C1(C)C=CC=CC=1.C1COCC1>[F:4][C:5]1[C:27]([CH:28]([OH:29])[CH3:1])=[CH:26][C:8]2[C:9]3[N:13]([CH2:14][CH2:15][O:16][C:7]=2[CH:6]=1)[CH:12]=[C:11]([C:17]1[N:18]([CH:23]([CH3:25])[CH3:24])[N:19]=[C:20]([CH3:22])[N:21]=1)[N:10]=3 |f:2.3|. Procedure details: Methylmagnesium bromide (10.1 mL of a 1.4 M solution in THF/PhMe) was added to a solution of 8-fluoro-2-(2-isopropyl-5-methyl-2H-[1,2,4]triazol-3-yl)-4,5-dihydro-6-oxa-1,3a-diazabenzo[e]azulene-9-carbaldehyde (968 mg, 2.83 mmol) in THF (20 mL) at 0° C. The reaction mixture was stirred at 0° C. for 1 h and then quenched by addition of sat. NH4Cl (10 mL). The mixture was extracted with EtOAc (3×25 mL) and the combined organics were washed (brine), dried (Na2SO4) and concentrated in vacuo. Compound...